From a dataset of the Open Reaction Database (ORD), a public repository of structured organic reaction records. describe an organic reaction: reactants, conditions, products, and yield Product: C1(=CC=CC=C1)CCCC(CCCC1=CC=CC=C1)NC(=O)[C@@H]1CC[C@@H](CC1)N (cis-4-Amino-1-cyclohexanecarboxylic acid [4-phenyl-1-(3-phenyl-propyl)-butyl]-amide). The solvent is C(Cl)Cl (methylene chloride). Reaction SMILES: [C:1]1([CH2:7][CH2:8][CH2:9][CH:10]([NH:20][C:21]([C@H:23]2[CH2:28][CH2:27][C@@H:26]([NH:29]C(OC(C)(C)C)=O)[CH2:25][CH2:24]2)=[O:22])[CH2:11][CH2:12][CH2:13][C:14]2[CH:19]=[CH:18][CH:17]=[CH:16][CH:15]=2)[CH:6]=[CH:5][CH:4]=[CH:3][CH:2]=1.FC(F)(F)C(O)=O>C(Cl)Cl>[C:14]1([CH2:13][CH2:12][CH2:11][CH:10]([NH:20][C:21]([C@H:23]2[CH2:24][CH2:25][C@@H:26]([NH2:29])[CH2:27][CH2:28]2)=[O:22])[CH2:9][CH2:8][CH2:7][C:1]2[CH:2]=[CH:3][CH:4]=[CH:5][CH:6]=2)[CH:19]=[CH:18][CH:17]=[CH:16][CH:15]=1. The reactants are C1(=CC=CC=C1)CCCC(CCCC1=CC=CC=C1)NC(=O)[C@@H]1CC[C@@H](CC1)NC(=O)OC(C)(C)C (N-(tert-Butoxycarbonyl)-cis-4-amino-1-cyclohexanecarboxylic acid [4-phenyl-1-(3-phenyl-propyl)-butyl]-amide), FC(C(=O)O)(F)F (Trifluoroacetic acid). Reported procedure: N-(tert-Butoxycarbonyl)-cis-4-amino-1-cyclohexanecarboxylic acid [4-phenyl-1-(3-phenyl-propyl)-butyl]-amide (24) (1.80 g; 3.65 mmol) is dissolved in methylene chloride (30 mL) at ambient temperature. Trifluoroacetic acid (15 mL) is added in a slow stream, and the solution is stirred for 6 hours at ambient temperature. The solution is concentrated in vacuo at 40° C. The residue is dissolved in methylene chloride (200 mL) and poured onto saturated sodium bicarbonate solution. The pH is adjusted to... Run at time 6 hour. The reactants are COc1cccc(C(=O)Nc2nc3ccc(N4CCN(C(C)=O)CC4)cc3c(NCc3ccccc3)c2C#N)c1, CN(C)C=O, ClCCl, Cc1ccc(S(=O)(=O)ON)cc1. Yields the product COc1cccc(C(=O)Nc2c(C#N)c(NCc3ccccc3)c3cc(N4CCN(C(C)=O)CC4)ccc3[n+]2N)c1, Cc1ccc(S(=O)(=O)[O-])cc1. As a reaction SMILES: [CH3:1][O:2][c:3]1[cH:4][c:5]([C:6](=[O:7])[NH:8][c:9]2[n:10][c:11]3[cH:12][cH:13][c:14]([N:29]4[CH2:30][CH2:31][N:32]([C:35]([CH3:36])=[O:37])[CH2:33][CH2:34]4)[cH:15][c:16]3[c:17]([NH:21][CH2:22][c:23]3[cH:24][cH:25][cH:26][cH:27][cH:28]3)[c:18]2[C:19]#[N:20])[cH:38][cH:39][cH:40]1.[CH3:53][N:54]([CH3:55])[CH:56]=[O:57].[Cl:58][CH2:59][Cl:60].[S:41](=[O:42])(=[O:43])([c:44]1[cH:45][cH:46][c:47]([CH3:48])[cH:49][cH:50]1)[O:51][NH2:52]>>[CH3:1][O:2][c:3]1[cH:4][c:5]([C:6](=[O:7])[NH:8][c:9]2[n+:10]([NH2:52])[c:11]3[cH:12][cH:13][c:14]([N:29]4[CH2:30][CH2:31][N:32]([C:35]([CH3:36])=[O:37])[CH2:33][CH2:34]4)[cH:15][c:16]3[c:17]([NH:21][CH2:22][c:23]3[cH:24][cH:25][cH:26][cH:27][cH:28]3)[c:18]2[C:19]#[N:20])[cH:38][cH:39][cH:40]1.[S:41](=[O:42])(=[O:43])([c:44]1[cH:45][cH:46][c:47]([CH3:48])[cH:49][cH:50]1)[O-:51]. Reactants: CCCC(=O)c1cnc2c(C=O)cccc2c1Nc1ccccc1C, C[Mg+], CO, ClCCl, [I-]. Product: CCCC(=O)c1cnc2c(C(C)O)cccc2c1Nc1ccccc1C. RXN SMILES: [C:1]([CH2:2][CH2:3][CH3:4])(=[O:5])[c:6]1[cH:7][n:8][c:9]2[c:10]([CH:24]=[O:25])[cH:11][cH:12][cH:13][c:14]2[c:15]1[NH:16][c:17]1[c:18]([CH3:23])[cH:19][cH:20][cH:21][cH:22]1.[CH3:27][Mg+:28].[CH3:29][OH:30].[Cl:31][CH2:32][Cl:33].[I-:26]>>[C:1]([CH2:2][CH2:3][CH3:4])(=[O:5])[c:6]1[cH:7][n:8][c:9]2[c:10]([CH:24]([OH:25])[CH3:27])[cH:11][cH:12][cH:13][c:14]2[c:15]1[NH:16][c:17]1[c:18]([CH3:23])[cH:19][cH:20][cH:21][cH:22]1. Reported procedure: As described for example 75b, 6-[3-(4-fluoro-phenyl)-5-methyl-3H-[1,2,3]triazol-4-ylmethoxy]-pyridazine-3-carboxylic acid (85 mg, 0.26 mmol), was converted, using 4-aminomorpholine instead of isopropylamine, to the title compound (76 mg, 71%) which was obtained as a white solid. MS: m/e=414.3 [M+H]+. Product: N1(CCOCC1)NC(=O)C=1N=NC(=CC1)OCC=1N(N=NC1C)C1=CC=C(C=C1)F (6-[3-(4-Fluoro-phenyl)-5-methyl-3H-[1,2,3]triazol-4-ylmethoxy]-pyridazine-3-carboxylic acid morpholin-4-ylamide). Reaction SMILES: [F:1][C:2]1[CH:7]=[CH:6][C:5]([N:8]2[C:12]([CH2:13][O:14][C:15]3[N:20]=[N:19][C:18]([C:21]([OH:23])=O)=[CH:17][CH:16]=3)=[C:11]([CH3:24])[N:10]=[N:9]2)=[CH:4][CH:3]=1.[NH2:25][N:26]1[CH2:31][CH2:30][O:29][CH2:28][CH2:27]1>>[N:26]1([NH:25][C:21]([C:18]2[N:19]=[N:20][C:15]([O:14][CH2:13][C:12]3[N:8]([C:5]4[CH:4]=[CH:3][C:2]([F:1])=[CH:7][CH:6]=4)[N:9]=[N:10][C:11]=3[CH3:24])=[CH:16][CH:17]=2)=[O:23])[CH2:31][CH2:30][O:29][CH2:28][CH2:27]1. Starting materials: FC1=CC=C(C=C1)N1N=NC(=C1COC1=CC=C(N=N1)C(=O)O)C (6-[3-(4-fluoro-phenyl)-5-methyl-3H-[1,2,3]triazol-4-ylmethoxy]-pyridazine-3-carboxylic acid), NN1CCOCC1 (4-aminomorpholine). The yield is 71.0%. As a reaction SMILES: [Br:11][c:12]1[c:13](=[O:20])[n:14]([CH3:19])[n:15][c:16]([Cl:18])[cH:17]1.[C:21](=[O:22])([O-:23])[O-:24].[CH2:27]1[O:28][CH2:29][CH2:30][O:31][CH2:32]1.[Cs+:25].[Cs+:26].[n:1]1[c:2]([NH2:10])[cH:3][c:4]2[n:9]1[CH2:8][CH2:7][O:6][CH2:5]2>>[n:1]1[c:2]([NH:10][c:12]2[c:13](=[O:20])[n:14]([CH3:19])[n:15][c:16]([Cl:18])[cH:17]2)[cH:3][c:4]2[n:9]1[CH2:8][CH2:7][O:6][CH2:5]2. The reactants are Cn1nc(Cl)cc(Br)c1=O, O=C([O-])[O-], C1COCCO1, [Cs+], [Cs+], Nc1cc2n(n1)CCOC2. Product: Cn1nc(Cl)cc(Nc2cc3n(n2)CCOC3)c1=O. The reactants are FC=1C=C(C=CC1)C(C)=O (1-(3-Fluorophenyl)ethanone), [O-]CC.[Na+] (sodium ethoxide), C(C(=O)OCC)(=O)OCC (diethyl oxalate). Run in C(C)O (ethanol), C(C)O (ethanol), C(C)O (ethanol). Run at time 10 minute. Yields the product FC=1C=C(C=CC1)C(CC(C(=O)OCC)=O)=O (Ethyl 4-(3-fluorophenyl)-2,4-dioxobutanoate). The yield is 72.5%. RXN SMILES: [O-]CC.[Na+].[C:5]([O:12][CH2:13][CH3:14])(=[O:11])[C:6]([O:8]CC)=O.[F:15][C:16]1[CH:17]=[C:18]([C:22](=[O:24])[CH3:23])[CH:19]=[CH:20][CH:21]=1>C(O)C>[F:15][C:16]1[CH:17]=[C:18]([C:22](=[O:24])[CH2:23][C:6](=[O:8])[C:5]([O:12][CH2:13][CH3:14])=[O:11])[CH:19]=[CH:20][CH:21]=1 |f:0.1|. Procedure: To a solution of sodium ethoxide (123 g, 362 mmol) in ethanol (300 mL) at 0° C. was added a solution of diethyl oxalate (49.4 mL, 362 mmol) in ethanol (25 mL) and the resulting solution was stirred for 10 min. 1-(3-Fluorophenyl)ethanone (50 g, 362 mmol) in ethanol (25 mL) was added and the reaction mixture was stirred at room temperature for 16 h. Ethanol was distilled off under reduced pressure and the residue obtained was quenched with ice cold water and the brown product was filtered. This cr... Starting materials: C1CS(CCCC=2NC=3C=CC=CC3C21)(=O)=O (1,2,4,5,6,7-hexahydrothiocino[5,4-b]indole 3,3-dioxide), [H-].[Na+] (sodium hydride), CN(CCCl)C (2-dimethylaminoethyl chloride), solid. Yields the product CN(CCN1C2=C(C=3C=CC=CC13)CCS(CCC2)(=O)=O)C (N,N-dimethyl-1,2,4,5,6,7-hexahydrothiocino[5,4-b]indole-7-ethanamine 3,3-dioxide). Reaction SMILES: [CH2:1]1[C:15]2[C:14]3[CH:13]=[CH:12][CH:11]=[CH:10][C:9]=3[NH:8][C:7]=2[CH2:6][CH2:5][CH2:4][S:3](=[O:17])(=[O:16])[CH2:2]1.[H-].[Na+].[CH3:20][N:21]([CH3:25])[CH2:22][CH2:23]Cl>>[CH3:20][N:21]([CH3:25])[CH2:22][CH2:23][N:8]1[C:9]2[CH:10]=[CH:11][CH:12]=[CH:13][C:14]=2[C:15]2[CH2:1][CH2:2][S:3](=[O:16])(=[O:17])[CH2:4][CH2:5][CH2:6][C:7]1=2 |f:1.2|. Procedure: A mixture of 12.47g (0.05 mole) of 1,2,4,5,6,7-hexahydrothiocino[5,4-b]indole 3,3-dioxide, 2.1g (0.05 mole) of 57% dispersion sodium hydride and 5.44g (0.05 mole) of 2-dimethylaminoethyl chloride is treated according to the procedure in Example 6. There is deposited 15.3g (96%) of a solid, m.p. 154°-155° C. Recrystallization from ethyl acetate gives 11.2g (70%) of an analytical sample, m.p. 155°-156° C. Reactants: CCO, CC1(OS(C)(=O)=O)CN(C(c2ccccc2)c2ccccc2)C1, NC1CC1. Yields the product CC1(NC2CC2)CN(C(c2ccccc2)c2ccccc2)C1. Reaction SMILES: [CH3:28][CH2:29][OH:30].[CH:1]([c:2]1[cH:3][cH:4][cH:5][cH:6][cH:7]1)([c:8]1[cH:9][cH:10][cH:11][cH:12][cH:13]1)[N:14]1[CH2:15][C:16]([CH3:18])([O:19][S:20]([CH3:21])(=[O:22])=[O:23])[CH2:17]1.[CH:24]1([NH2:27])[CH2:25][CH2:26]1>>[CH:1]([c:2]1[cH:3][cH:4][cH:5][cH:6][cH:7]1)([c:8]1[cH:9][cH:10][cH:11][cH:12][cH:13]1)[N:14]1[CH2:15][C:16]([CH3:18])([NH:27][CH:24]2[CH2:25][CH2:26]2)[CH2:17]1.